From a dataset of the Open Reaction Database (ORD), a public repository of structured organic reaction records. describe an organic reaction: reactants, conditions, products, and yield Starting materials: ClC1=CC(=CC=C1)C(=O)OO (m-chloroperbenzoic acid), aqueous solution, [OH-].[Na+] (sodium hydroxide), aqueous solution, S(=O)(=O)([O-])[O-].[Na+].[Na+] (sodium sulfate), C1(=CC=CC=C1)C=1C=CC=C2C=CCC12 (7-phenyl-1H-indene). Run in C(Cl)(Cl)Cl (chloroform), C(Cl)(Cl)Cl (chloroform). Conditions: time 2 hour. The product is O1C2C1CC1=C(C=CC=C21)C2=CC=CC=C2 (1,2-epoxy-4-phenyindane). The yield is 97.9%. As a reaction SMILES: ClC1C=CC=C(C(OO)=[O:9])C=1.[C:12]1([C:18]2[CH:19]=[CH:20][CH:21]=[C:22]3[C:26]=2[CH2:25][CH:24]=[CH:23]3)[CH:17]=[CH:16][CH:15]=[CH:14][CH:13]=1.[OH-].[Na+].S([O-])([O-])(=O)=O.[Na+].[Na+]>C(Cl)(Cl)Cl>[O:9]1[CH:24]2[CH2:25][C:26]3[C:22]([CH:23]12)=[CH:21][CH:20]=[CH:19][C:18]=3[C:12]1[CH:17]=[CH:16][CH:15]=[CH:14][CH:13]=1 |f:2.3,4.5.6|. Procedure details: A stirred solution of 47.5 g (0.234 mole) of m-chloroperbenzoic acid (85% purity) in 390 ml of chloroform was cooled to 0° C. To this was added dropwise a solution of 45 g (0.234 mole) of 7-phenyl-1H-indene (which may be prepared as in Example 1G) in 110 ml of chloroform. After complete addition, the mixture was stirred for 21/2 hours, then was allowed to stand for 21 hours at 0° C. With the temperature in the range of 0°-5° C., 100 ml of a 10% aqueous solution of sodium hydroxide, then 50 ml of...